From a dataset of the Open Reaction Database (ORD), a public repository of structured organic reaction records. describe an organic reaction: reactants, conditions, products, and yield Reactants: CCC(CC)c1ccc(OC)c2[nH]c(=O)n(C)c12, O=P(Cl)(Cl)Cl. Yields the product CCC(CC)c1ccc(OC)c2nc(Cl)n(C)c12. Reaction SMILES: [CH2:1]([CH3:2])[CH:3]([CH2:4][CH3:5])[c:6]1[cH:7][cH:8][c:9]([O:17][CH3:18])[c:10]2[c:11]1[n:12]([CH3:16])[c:13](=[O:15])[nH:14]2.[P:19]([Cl:20])([Cl:21])([Cl:22])=[O:23]>>[CH2:1]([CH3:2])[CH:3]([CH2:4][CH3:5])[c:6]1[cH:7][cH:8][c:9]([O:17][CH3:18])[c:10]2[c:11]1[n:12]([CH3:16])[c:13]([Cl:21])[n:14]2. Starting materials: [BH4-].[Na+] (sodium borohydride), C(C1=CC=CC=C1)[C@H]1N(CC[C@@H](C1)N(C(C(F)(F)F)=O)CC1=CC=NC2=CC=CC=C12)C(=O)C1=CC2=CC=CC=C2C=C1 ((2R*,4S*)-2-benzyl-1-(2-naphthoyl)-N-(4-quinolylmethyl)-N-trifluoroacetyl-4-piperidinamine), CC(=O)C (acetone). Run in CO (methanol). Conditions: time 3 hour. The product is C(C1=CC=CC=C1)[C@H]1N(CC[C@@H](C1)NCC1=CC=NC2=CC=CC=C12)C(=O)C1=CC2=CC=CC=C2C=C1 ((2R*,4S*)-2-Benzyl-1-(2-naphthoyl)-N-(4-quinolylmethyl)-4-piperidinamine). RXN SMILES: [BH4-].[Na+].[CH2:3]([C@@H:10]1[CH2:15][C@@H:14]([N:16]([CH2:23][C:24]2[C:33]3[C:28](=[CH:29][CH:30]=[CH:31][CH:32]=3)[N:27]=[CH:26][CH:25]=2)C(=O)C(F)(F)F)[CH2:13][CH2:12][N:11]1[C:34]([C:36]1[CH:45]=[CH:44][C:43]2[C:38](=[CH:39][CH:40]=[CH:41][CH:42]=2)[CH:37]=1)=[O:35])[C:4]1[CH:9]=[CH:8][CH:7]=[CH:6][CH:5]=1.CC(C)=O>CO>[CH2:3]([C@@H:10]1[CH2:15][C@@H:14]([NH:16][CH2:23][C:24]2[C:33]3[C:28](=[CH:29][CH:30]=[CH:31][CH:32]=3)[N:27]=[CH:26][CH:25]=2)[CH2:13][CH2:12][N:11]1[C:34]([C:36]1[CH:45]=[CH:44][C:43]2[C:38](=[CH:39][CH:40]=[CH:41][CH:42]=2)[CH:37]=1)=[O:35])[C:4]1[CH:9]=[CH:8][CH:7]=[CH:6][CH:5]=1 |f:0.1|. Procedure details: 28 mg (0.73 mmol) of sodium borohydride are added in three portions over the course of 20 minutes to a solution of 106 mg (0.182 mmol) of (2R*,4S*)-2-benzyl-1-(2-naphthoyl)-N-(4-quinolylmethyl)-N-trifluoroacetyl-4-piperidinamine in 1.5 ml of methanol at 0°, and the mixture is subsequently stirred at 0° for 3 hours. 0.06 ml (0.81 mmol) of acetone is then added to the reaction mixture, and the stirring is completed for 10 minutes. The methanol is removed in a rotary evaporator, and the solid white... Product: ClC=1C=C(C=CC1OC)CCC1(CC(=C(C(O1)=O)SC=1OC(=NN1)C1=CC=NC=C1)O)C1CCCC1 (6-[2-(3-chloro-4-methoxyphenyl)ethyl]-6-cyclopentyl-4-hydroxy-3-[(5-pyridin-4-yl-1,3,4-oxadiazol-2-yl)thio]-5,6-dihydro-2H-pyran-2-one). RXN SMILES: Cl[CH:2]1[C:7](=[O:8])[CH2:6][C:5]([CH2:14][CH2:15][C:16]2[CH:21]=[CH:20][C:19]([O:22][CH3:23])=[C:18]([Cl:24])[CH:17]=2)([CH:9]2[CH2:13][CH2:12][CH2:11][CH2:10]2)[O:4][C:3]1=[O:25].[N:26]1[CH:31]=[CH:30][C:29]([C:32]2[O:36][C:35]([SH:37])=[N:34][N:33]=2)=[CH:28][CH:27]=1>>[Cl:24][C:18]1[CH:17]=[C:16]([CH2:15][CH2:14][C:5]2([CH:9]3[CH2:13][CH2:12][CH2:11][CH2:10]3)[O:4][C:3](=[O:25])[C:2]([S:37][C:35]3[O:36][C:32]([C:29]4[CH:30]=[CH:31][N:26]=[CH:27][CH:28]=4)=[N:33][N:34]=3)=[C:7]([OH:8])[CH2:6]2)[CH:21]=[CH:20][C:19]=1[O:22][CH3:23]. Reactants: ClC1C(OC(CC1=O)(C1CCCC1)CCC1=CC(=C(C=C1)OC)Cl)=O (3-chloro-6-[2-(3-chloro-4-methoxyphenyl)ethyl]-6-cyclopentyldihydro-2H-pyran-2,4(3H)-dione), N1=CC=C(C=C1)C1=NN=C(O1)S (5-(4-pyridyl)-1,3,4-oxadiazole-2-thiol). Procedure details: The title compound was prepared as described in Example C(70), where 3-chloro-6-[2-(3-chloro-4-methoxyphenyl)ethyl]-6-cyclopentyldihydro-2H-pyran-2,4(3H)-dione was used in place of 3-chloro-6-[2-(5-chloro-2,4-dimethoxyphenyl)ethyl]6-cyclopentyldihydro-2H-pyran-2,4(3H)-dione and 5-(4-pyridyl)-1,3,4-oxadiazole-2-thiol was used in place of 6-hydroxy-8-mercaptopurine monohydrate. The reactants are C(C=C)NC1=CC=C(C=C1)CC(=O)[O-].[Na+] (sodium 4-(allylamino)phenylacetate), C(C)O (ethanol), S(=O)(=O)(C1=CC=C(C)C=C1)OC(C(=O)OCC)C (ethyl 2-tosyloxypropionate). Solvent: O (water). Yields the product C(C=C)NC1=CC=C(C=C1)CC(=O)OC(C)C(=O)OCC (1-(ethoxycarbonyl)ethyl 4-(allylamino)phenylacetate). Reaction SMILES: [CH2:1]([NH:4][C:5]1[CH:10]=[CH:9][C:8]([CH2:11][C:12]([O-:14])=[O:13])=[CH:7][CH:6]=1)[CH:2]=[CH2:3].[Na+].C(O)C.S(O[CH:30]([CH3:36])[C:31]([O:33][CH2:34][CH3:35])=[O:32])(C1C=CC(C)=CC=1)(=O)=O>O>[CH2:1]([NH:4][C:5]1[CH:10]=[CH:9][C:8]([CH2:11][C:12]([O:14][CH:30]([C:31]([O:33][CH2:34][CH3:35])=[O:32])[CH3:36])=[O:13])=[CH:7][CH:6]=1)[CH:2]=[CH2:3] |f:0.1|. Reported procedure: To a warm mixture of 7 g. sodium 4-(allylamino)phenylacetate in 100 ml. ethanol is added 4.7 g. ethyl 2-tosyloxypropionate. After 17 hours at reflux, the cooled solution is diluted with an equal volume of water and the resultant precipitate is filtered. After washing with cold ethanol and drying, the product is crystallized from acetonitrile to yield 1-(ethoxycarbonyl)ethyl 4-(allylamino)phenylacetate as colorless crystals. Reactants: CS(=O)(=O)Cl, ClCCl, Nc1cccc(CC2CCCCC2c2nc(-c3ccccc3)c(-c3ccccc3)o2)c1, c1ccncc1. Yields the product CS(=O)(=O)Nc1cccc(CC2CCCCC2c2nc(-c3ccccc3)c(-c3ccccc3)o2)c1. Reaction SMILES: [CH3:38][S:39]([Cl:40])(=[O:41])=[O:42].[Cl:43][CH2:44][Cl:45].[c:1]1(-[c:7]2[n:8][c:9]([CH:18]3[CH:19]([CH2:24][c:25]4[cH:26][c:27]([NH2:28])[cH:29][cH:30][cH:31]4)[CH2:20][CH2:21][CH2:22][CH2:23]3)[o:10][c:11]2-[c:12]2[cH:13][cH:14][cH:15][cH:16][cH:17]2)[cH:2][cH:3][cH:4][cH:5][cH:6]1.[cH:32]1[cH:33][cH:34][n:35][cH:36][cH:37]1>>[c:1]1(-[c:7]2[n:8][c:9]([CH:18]3[CH:19]([CH2:24][c:25]4[cH:26][c:27]([NH:28][S:39]([CH3:38])(=[O:41])=[O:42])[cH:29][cH:30][cH:31]4)[CH2:20][CH2:21][CH2:22][CH2:23]3)[o:10][c:11]2-[c:12]2[cH:13][cH:14][cH:15][cH:16][cH:17]2)[cH:2][cH:3][cH:4][cH:5][cH:6]1. Reactants: [I-].C[N+]1=C(C=CC=C1)Cl (1-methyl-2-chloropyridinium iodide), CC1=CC(=NC=C1)C=1C=C(N)C=CC1 (3-(4-methylpyridin-2-yl)aniline), C(C)(C)(C)OC(=O)NC(=S)NC(=O)OC(C)(C)C (N,N′-bis (tert-butoxycarbonyl )thiourea), C(C)(C)N(CC)C(C)C (diisopropylethyl-amine). Run in ClCCl (dichloromethane), ClCCl (dichloromethane). Run at time 2.5 hour. The product is C(C)(C)(C)OC(=O)NC(=NC1=CC(=CC=C1)C1=NC=CC(=C1)C)NC(=O)OC(C)(C)C (N,N′-bis(tert-butoxycarbonyl) -N″-(3-(4-methylpyridin-2-yl)phenyl)guanidine). Yield: 62.1%. Reaction SMILES: [CH3:1][C:2]1[CH:7]=[CH:6][N:5]=[C:4]([C:8]2[CH:9]=[C:10]([CH:12]=[CH:13][CH:14]=2)[NH2:11])[CH:3]=1.[C:15]([O:19][C:20]([NH:22][C:23]([NH:25][C:26]([O:28][C:29]([CH3:32])([CH3:31])[CH3:30])=[O:27])=S)=[O:21])([CH3:18])([CH3:17])[CH3:16].C(N(C(C)C)CC)(C)C.[I-].C[N+]1C=CC=CC=1Cl>ClCCl>[C:29]([O:28][C:26]([NH:25][C:23]([NH:22][C:20]([O:19][C:15]([CH3:18])([CH3:17])[CH3:16])=[O:21])=[N:11][C:10]1[CH:12]=[CH:13][CH:14]=[C:8]([C:4]2[CH:3]=[C:2]([CH3:1])[CH:7]=[CH:6][N:5]=2)[CH:9]=1)=[O:27])([CH3:32])([CH3:31])[CH3:30] |f:3.4|. Procedure: To a suspension of 3-(4-methylpyridin-2-yl)aniline (276 mg), N,N′-bis (tert-butoxycarbonyl )thiourea (539 mg) and diisopropylethyl-amine (0.601 ml) in dichloromethane (15 ml) was added 1-methyl-2-chloropyridinium iodide (498 mg), and the mixture was stirred for 2.5 hours. The mixture was diluted with dichloromethane, washed with water and brine, dried over magnesium sulfate and evaporated under reduced pressure. The residue was purified by column chromatography (silica gel 45 g, n-hexane:ethyl a...